This data is from the Open Reaction Database (ORD), a public repository of structured organic reaction records. The task is: describe an organic reaction: reactants, conditions, products, and yield Reactants: COc1cc2nccc(Oc3ccc(N)cc3C)c2cc1OC, CCN(C(C)C)C(C)C, ClC(Cl)Cl, O=C(OC(Cl)(Cl)Cl)OC(Cl)(Cl)Cl, CCc1nnc(N)s1, O. Yields the product CCc1nnc(NC(=O)Nc2ccc(Oc3ccnc4cc(OC)c(OC)cc34)c(C)c2)s1. As a reaction SMILES: [CH3:1][O:2][c:3]1[cH:4][c:5]2[c:6]([O:15][c:16]3[c:17]([CH3:23])[cH:18][c:19]([NH2:20])[cH:21][cH:22]3)[cH:7][cH:8][n:9][c:10]2[cH:11][c:12]1[O:13][CH3:14].[CH:24]([N:25]([CH:26]([CH3:27])[CH3:28])[CH2:29][CH3:30])([CH3:31])[CH3:32].[CH:53]([Cl:54])([Cl:55])[Cl:56].[Cl:33][C:34]([Cl:35])([O:36][C:37]([O:38][C:39]([Cl:40])([Cl:41])[Cl:42])=[O:43])[Cl:44].[NH2:45][c:46]1[s:47][c:48]([CH2:51][CH3:52])[n:49][n:50]1.[OH2:57]>>[CH3:1][O:2][c:3]1[cH:4][c:5]2[c:6]([O:15][c:16]3[c:17]([CH3:23])[cH:18][c:19]([NH:20][C:37](=[O:43])[NH:45][c:46]4[s:47][c:48]([CH2:51][CH3:52])[n:49][n:50]4)[cH:21][cH:22]3)[cH:7][cH:8][n:9][c:10]2[cH:11][c:12]1[O:13][CH3:14]. Reactants: c1cnn[nH]1, n1cc(cc(c1N)O[C@@H](c1c(ncc(c1)F)Cl)C)c1c(nccc1)OC. The reagents and catalysts are c1ccc(cc1)-c2c3ccccc3cc4ccccc24 (9-Phenylanthracene), C(=O)([O-])[O-].[Cs+].[Cs+] (Cs2CO3), c1(c(P(C2CCCCC2)C2CCCCC2)cccc1)c1c(OC)cccc1OC (S Phos), C(O[Pd]OC(C)=O)(C)=O (Pd(OAc)2). The solvent is C1COCCO1 (Dioxane). Conditions: temperature 100 celsius, time 18 hour. Product: COc1ncccc1c2cnc(N)c(OC(C)c3cc(F)cnc3n4ccnn4)c2. Reaction SMILES: [CH3:1][O:2][c:3]1[c:8]([c:9]2[cH:25][c:14]([O:15][CH:16]([c:18]3[c:24](Cl)[n:23][cH:22][c:20]([F:21])[cH:19]3)[CH3:17])[c:12]([NH2:13])[n:11][cH:10]2)[cH:7][cH:6][cH:5][n:4]1.[cH:26]1[n:30][n:29][nH:28][cH:27]1>>[CH3:1][O:2][c:3]1[c:8]([c:9]2[cH:25][c:14]([O:15][CH:16]([c:18]3[c:24]([n:28]4[n:29][n:30][cH:26][cH:27]4)[n:23][cH:22][c:20]([F:21])[cH:19]3)[CH3:17])[c:12]([NH2:13])[n:11][cH:10]2)[cH:7][cH:6][cH:5][n:4]1.